From a dataset of the Open Reaction Database (ORD), a public repository of structured organic reaction records. describe an organic reaction: reactants, conditions, products, and yield Starting materials: CC(=O)OC(C)=O, CN(C)c1ccncc1, CC12CCC3C(CC(O)C4CC(=O)CCC43C)C1CCC2=O, c1ccncc1. The product is CC(=O)OC1CC2C3CCC(=O)C3(C)CCC2C2(C)CCC(=O)CC12. RXN SMILES: [CH3:23][C:24](=[O:25])[O:26][C:27]([CH3:28])=[O:29].[CH3:36][N:37]([c:38]1[cH:39][cH:40][n:41][cH:42][cH:43]1)[CH3:44].[OH:1][CH:2]1[CH2:3][CH:4]2[CH:5]3[CH2:6][CH2:7][C:8](=[O:22])[C:9]3([CH3:10])[CH2:11][CH2:12][CH:13]2[C:14]2([CH3:21])[CH2:15][CH2:16][C:17](=[O:20])[CH2:18][CH:19]12.[cH:30]1[cH:31][cH:32][n:33][cH:34][cH:35]1>>[O:1]([CH:2]1[CH2:3][CH:4]2[CH:5]3[CH2:6][CH2:7][C:8](=[O:22])[C:9]3([CH3:10])[CH2:11][CH2:12][CH:13]2[C:14]2([CH3:21])[CH2:15][CH2:16][C:17](=[O:20])[CH2:18][CH:19]12)[C:24]([CH3:23])=[O:25]. Starting materials: O=C(O)c1ccc(N2CCC23COC3)c(OCC2CC2)n1, CNC(=O)C(N)CC(C)(C)C. The product is CNC(=O)C(CC(C)(C)C)NC(=O)c1ccc(N2CCC23COC3)c(OCC2CC2)n1. RXN SMILES: [CH:1]1([CH2:4][O:5][c:6]2[c:7]([N:15]3[CH2:16][CH2:17][C:18]34[CH2:19][O:20][CH2:21]4)[cH:8][cH:9][c:10]([C:12](=[O:13])[OH:14])[n:11]2)[CH2:2][CH2:3]1.[NH2:22][CH:23]([C:24](=[O:25])[NH:26][CH3:27])[CH2:28][C:29]([CH3:30])([CH3:31])[CH3:32]>>[CH:1]1([CH2:4][O:5][c:6]2[c:7]([N:15]3[CH2:16][CH2:17][C:18]34[CH2:19][O:20][CH2:21]4)[cH:8][cH:9][c:10]([C:12](=[O:13])[NH:22][CH:23]([C:24](=[O:25])[NH:26][CH3:27])[CH2:28][C:29]([CH3:30])([CH3:31])[CH3:32])[n:11]2)[CH2:2][CH2:3]1. The product is O=Cc1ccc(-c2ccc3ncnc(Nc4ccc5c(cnn5Cc5ccccc5)c4)c3c2)o1, Cl. As a reaction SMILES: [CH2:1]([c:2]1[cH:3][cH:4][cH:5][cH:6][cH:7]1)[n:8]1[n:9][cH:10][c:11]2[cH:12][c:13]([NH:17][c:18]3[n:19][cH:20][n:21][c:22]4[cH:23][cH:24][c:25](-[c:28]5[o:29][c:30]([CH:33]6[O:34][CH2:37][CH2:36][O:35]6)[cH:31][cH:32]5)[cH:26][c:27]34)[cH:14][cH:15][c:16]12.[CH2:39]1[O:40][CH2:41][CH2:42][CH2:43]1.[ClH:38]>>[CH2:1]([c:2]1[cH:3][cH:4][cH:5][cH:6][cH:7]1)[n:8]1[n:9][cH:10][c:11]2[cH:12][c:13]([NH:17][c:18]3[n:19][cH:20][n:21][c:22]4[cH:23][cH:24][c:25](-[c:28]5[o:29][c:30]([CH:33]=[O:34])[cH:31][cH:32]5)[cH:26][c:27]34)[cH:14][cH:15][c:16]12.[ClH:38]. Starting materials: c1ccc(Cn2ncc3cc(Nc4ncnc5ccc(-c6ccc(C7OCCO7)o6)cc45)ccc32)cc1, C1CCOC1, Cl. Reactants: ClC1=C(C=CC=C1)C1=NCC(NC2=C1C=C(C=C2)Cl)=S (1,3-dihydro-5-(2-chlorophenyl)-7-chloro-2H-1,4-benzodiazepine-2-thione), Cl.ClCCN1CCCCCC1 (1-chloro-2-(perhydroazepin-1-yl)ethane hydrochloride), [OH-].[Na+] (sodium hydroxide), CO (methanol). Run in O (water). Run at time 4 hour. Product: N1(CCCCCC1)CCSC1=NC2=C(C(=NC1)C1=C(C=CC=C1)Cl)C=C(C=C2)Cl (2-(2-perhydroazepin-1-ylethylthio)-5-(2-chlorophenyl)-7-chloro-3H-1,4-benzodiazepine). Reaction SMILES: [Cl:1][C:2]1[CH:7]=[CH:6][CH:5]=[CH:4][C:3]=1[C:8]1[C:14]2[CH:15]=[C:16]([Cl:19])[CH:17]=[CH:18][C:13]=2[NH:12][C:11](=[S:20])[CH2:10][N:9]=1.[OH-].[Na+].CO.Cl.Cl[CH2:27][CH2:28][N:29]1[CH2:35][CH2:34][CH2:33][CH2:32][CH2:31][CH2:30]1>O>[N:29]1([CH2:28][CH2:27][S:20][C:11]2[CH2:10][N:9]=[C:8]([C:3]3[CH:4]=[CH:5][CH:6]=[CH:7][C:2]=3[Cl:1])[C:14]3[CH:15]=[C:16]([Cl:19])[CH:17]=[CH:18][C:13]=3[N:12]=2)[CH2:35][CH2:34][CH2:33][CH2:32][CH2:31][CH2:30]1 |f:1.2,4.5|. Procedure: To a solution of 7.5 g of 1,3-dihydro-5-(2-chlorophenyl)-7-chloro-2H-1,4-benzodiazepine-2-thione in a solvent mixture comprising 30 ml of a 10% aqueous sodium hydroxide solution and 30 ml of methanol is added dropwise under ice cooling with stirring an aqueous solution of 7.0 g of 1-chloro-2-(perhydroazepin-1-yl)ethane hydrochloride over a period of about 10 minutes, and the resulting mixture is stirred at room temperature for 4 hours. The reaction mixture is diluted with water and extracted wit...